This data is from the Open Reaction Database (ORD), a public repository of structured organic reaction records. The task is: describe an organic reaction: reactants, conditions, products, and yield The reactants are COCOC1=CC(=C(C(=C1)C)C1=CC(=CC=C1COC1=CC=CC=C1)C(=O)OC)C (methyl 4′-(methoxymethoxy)-2′,6′-dimethyl-6-(phenoxymethyl)biphenyl-3-carboxylate), CO (methanol), Cl.CO (hydrogen chloride methanol). The solvent is C(OC)COC (dimethoxyethane). Run at temperature 45 celsius, time 16 hour. The product is OC1=CC(=C(C(=C1)C)C1=CC(=CC=C1COC1=CC=CC=C1)C(=O)OC)C (Methyl 4′-hydroxy-2′,6′-dimethyl-6-(phenoxymethyl)biphenyl-3-carboxylate). The yield is 93.2%. As a reaction SMILES: COC[O:4][C:5]1[CH:10]=[C:9]([CH3:11])[C:8]([C:12]2[C:17]([CH2:18][O:19][C:20]3[CH:25]=[CH:24][CH:23]=[CH:22][CH:21]=3)=[CH:16][CH:15]=[C:14]([C:26]([O:28][CH3:29])=[O:27])[CH:13]=2)=[C:7]([CH3:30])[CH:6]=1.CO.Cl.CO>C(COC)OC>[OH:4][C:5]1[CH:6]=[C:7]([CH3:30])[C:8]([C:12]2[C:17]([CH2:18][O:19][C:20]3[CH:25]=[CH:24][CH:23]=[CH:22][CH:21]=3)=[CH:16][CH:15]=[C:14]([C:26]([O:28][CH3:29])=[O:27])[CH:13]=2)=[C:9]([CH3:11])[CH:10]=1 |f:2.3|. Reported procedure: To a solution of methyl 4′-(methoxymethoxy)-2′,6′-dimethyl-6-(phenoxymethyl)biphenyl-3-carboxylate (1.77 g, 4.35 mmol) in a mixed solvent of methanol (10 mL) and dimethoxyethane (5 mL) was added 10% hydrogen chloride-methanol solution (1 mL), and the mixture was stirred at 45° C. for 16 hr. The reaction mixture was concentrated under reduced pressure, and the residue was purified by silica gel column chromatography (ethyl acetate:hexane=10:90-25:75) to give the title compound (1.47 g, yield 93%)... Starting materials: N#CC1CC(F)CN1C(=O)CNC12CCC(C(=O)O)(CC1)CC2, CCN=C=NCCCN(C)C, CN(C)C=O, Cl, Nc1ccc(F)cc1, On1nnc2ccccc21. Product: N#CC1CC(F)CN1C(=O)CNC12CCC(C(=O)Nc3ccc(F)cc3)(CC1)CC2. Reaction SMILES: [C:1](=[O:2])([OH:3])[C:4]12[CH2:5][CH2:6][C:7]([NH:12][CH2:13][C:14](=[O:15])[N:16]3[CH:17]([C:22]#[N:23])[CH2:18][CH:19]([F:21])[CH2:20]3)([CH2:8][CH2:9]1)[CH2:10][CH2:11]2.[CH3:35][N:36]([CH3:37])[CH2:38][CH2:39][CH2:40][N:41]=[C:42]=[N:43][CH2:44][CH3:45].[CH3:54][N:55]([CH3:56])[CH:57]=[O:58].[ClH:34].[NH2:46][c:47]1[cH:48][cH:49][c:50]([F:51])[cH:52][cH:53]1.[OH:24][n:25]1[c:26]2[cH:27][cH:28][cH:29][cH:30][c:31]2[n:32][n:33]1>>[C:1](=[O:2])([C:4]12[CH2:5][CH2:6][C:7]([NH:12][CH2:13][C:14](=[O:15])[N:16]3[CH:17]([C:22]#[N:23])[CH2:18][CH:19]([F:21])[CH2:20]3)([CH2:8][CH2:9]1)[CH2:10][CH2:11]2)[NH:46][c:47]1[cH:48][cH:49][c:50]([F:51])[cH:52][cH:53]1. Starting materials: COC1=CC=C(C=C1)N1C(N(C2=NC(=NC=C2C1)NC1=CC=CC=C1)C1CNCCC1)=O (3-(4-methoxy-phenyl)-7-phenylamino-1-piperidin-3-yl-3,4-dihydro-1H-pyrimido[4,5-d]pyrimidin-2-one), COC=O (methylformate). Run at time 8 hour. Product: COC1=CC=C(C=C1)N1C(N(C2=NC(=NC=C2C1)NC1=CC=CC=C1)C1CN(CCC1)C=O)=O (3-[3-(4-methoxy-phenyl)-2-oxo-7-phenylamino-3,4-dihydro-2H-pyrimido[4,5-d]pyrimidin-1-yl]-piperidine-1-carbaldehyde). RXN SMILES: [CH3:1][O:2][C:3]1[CH:8]=[CH:7][C:6]([N:9]2[CH2:18][C:17]3[C:12](=[N:13][C:14]([NH:19][C:20]4[CH:25]=[CH:24][CH:23]=[CH:22][CH:21]=4)=[N:15][CH:16]=3)[N:11]([CH:26]3[CH2:31][CH2:30][CH2:29][NH:28][CH2:27]3)[C:10]2=[O:32])=[CH:5][CH:4]=1.[CH3:33][O:34]C=O>>[CH3:1][O:2][C:3]1[CH:4]=[CH:5][C:6]([N:9]2[CH2:18][C:17]3[C:12](=[N:13][C:14]([NH:19][C:20]4[CH:25]=[CH:24][CH:23]=[CH:22][CH:21]=4)=[N:15][CH:16]=3)[N:11]([CH:26]3[CH2:31][CH2:30][CH2:29][N:28]([CH:33]=[O:34])[CH2:27]3)[C:10]2=[O:32])=[CH:7][CH:8]=1. Procedure: 3-(4-Methoxy-phenyl)-7-phenylamino-1-piperidin-3-yl-3,4-dihydro-1H-pyrimido[4,5-d]pyrimidin-2-one (95 mg, 0.22 mmol) (from Example 4b supra) was dissolved at room temperature in methylformate (5 mL) (Aldrich). After stirring overnight the reaction mixture was concentrated to the crude product, which was purified by silica gel column chromatography with a 0–100% ethyl acetate in hexanes and then a 0–20% tetrahydrofuran in ethyl acetate gradient. After a precipitation out of dichloromethane with e... The reactants are CSc1ccc(C(=O)O)cc1, CCN=C=NCCCN(C)C, ClCCl, Cl, NCCNc1nc(Cl)nc2c1ncn2C1CCCC1, O, O, On1nnc2ccccc21. Yields the product CSc1ccc(C(=O)NCCNc2nc(Cl)nc3c2ncn3C2CCCC2)cc1. RXN SMILES: [CH3:1][S:2][c:3]1[cH:4][cH:5][c:6]([C:7](=[O:8])[OH:9])[cH:10][cH:11]1.[CH3:24][N:25]([CH3:26])[CH2:27][CH2:28][CH2:29][N:30]=[C:31]=[N:32][CH2:33][CH3:34].[Cl:54][CH2:55][Cl:56].[ClH:23].[NH2:35][CH2:36][CH2:37][NH:38][c:39]1[c:40]2[n:41][cH:42][n:43]([CH:49]3[CH2:50][CH2:51][CH2:52][CH2:53]3)[c:44]2[n:45][c:46]([Cl:48])[n:47]1.[OH2:12].[OH2:57].[OH:13][n:14]1[c:15]2[cH:16][cH:17][cH:18][cH:19][c:20]2[n:21][n:22]1>>[CH3:1][S:2][c:3]1[cH:4][cH:5][c:6]([C:7](=[O:9])[NH:35][CH2:36][CH2:37][NH:38][c:39]2[c:40]3[n:41][cH:42][n:43]([CH:49]4[CH2:50][CH2:51][CH2:52][CH2:53]4)[c:44]3[n:45][c:46]([Cl:48])[n:47]2)[cH:10][cH:11]1. Reactants: COC(CC[C@@H](C)[C@H]1CC[C@H]2[C@@H]3CC=C4C([C@H](CC[C@]4(C)[C@H]3CC[C@]12C)O[Si](C)(C)C(C)(C)C)(C)C)=O (3β-tert-Butyldimethylsilyloxy-4,4-dimethylchol-5-en-24-oic acid methyl ester), BrN1C(=O)N(C(=O)C1(C)C)Br (1,3-dibromo-5,5-dimethylhydantoin). Solvent: C1=CC=CC=C1 (benzene), CCCCCC (n-hexane). Product: COC(CC[C@@H](C)[C@H]1CC[C@H]2C3=CC=C4C([C@H](CC[C@]4(C)[C@H]3CC[C@]12C)O[Si](C)(C)C(C)(C)C)(C)C)=O.CO (methanol 3β-tert-butyldimethylsilyloxy-4,4-dimethylchola-5,7-dien-24-oic acid methyl ester). The yield is 106.1%. Reaction SMILES: [CH3:1][O:2][C:3](=[O:37])[CH2:4][CH2:5][C@H:6]([C@@H:8]1[C@:25]2([CH3:26])[C@H:11]([C@H:12]3[C@H:22]([CH2:23][CH2:24]2)[C@:20]2([CH3:21])[C:15]([C:16]([CH3:36])([CH3:35])[C@@H:17]([O:27][Si:28]([C:31]([CH3:34])([CH3:33])[CH3:32])([CH3:30])[CH3:29])[CH2:18][CH2:19]2)=[CH:14][CH2:13]3)[CH2:10][CH2:9]1)[CH3:7].BrN1C(C)(C)C(=O)N(Br)[C:40]1=[O:41]>C1C=CC=CC=1.CCCCCC>[CH3:1][O:2][C:3](=[O:37])[CH2:4][CH2:5][C@H:6]([C@@H:8]1[C@:25]2([CH3:26])[C@H:11]([C:12]3[C@H:22]([CH2:23][CH2:24]2)[C@:20]2([CH3:21])[C:15]([C:16]([CH3:36])([CH3:35])[C@@H:17]([O:27][Si:28]([C:31]([CH3:34])([CH3:33])[CH3:32])([CH3:29])[CH3:30])[CH2:18][CH2:19]2)=[CH:14][CH:13]=3)[CH2:10][CH2:9]1)[CH3:7].[CH3:40][OH:41] |f:4.5|. Reported procedure: 3β-tert-Butyldimethylsilyloxy-4,4-dimethylchol-5-en-24-oic acid methyl ester (9.75 g) is dissolved in a warm mixture of 122 ml of benzene and 475 ml of n-hexane, 1,3-dibromo-5,5-dimethylhydantoin (3.95 g) is added and the mixture is refluxed for 15 minutes. After cooling (fast) and evaporating to dryness under reduced pressure, 475 ml of o-xylene and 21.7 ml of quinaldine is added and the mixture is refluxed for 1 hour. After aqueous work-up and trituration with methanol 3β-tert-butyldimethylsil... Starting materials: C(C)(=O)OCC.Cl (Hydrogen chloride-ethyl acetate), ClC1=CC=C(C=C1)C1=CC=C(C=C1)C(=O)NC1=CC=C(C=C1)C(C1CN(CCC1)C(=O)OC(C)(C)C)O (tert-butyl 3-[[4-[[(4′-chloro[1,1′-biphenyl]-4-yl)carbonyl]amino]phenyl](hydroxy)methyl]-1-piperidinecarboxylate). Yields the product Cl.ClC1=CC=C(C=C1)C1=CC=C(C=C1)C(=O)NC1=CC=C(C=C1)C(C1CNCCC1)O (4′-Chloro-N-[4-[hydroxy(3-piperidinyl)methyl]phenyl][1,1′-biphenyl]-4-carboxamide hydrochloride). The yield is 181.7%. Reaction SMILES: C(OCC)(=O)C.Cl.[Cl:8][C:9]1[CH:14]=[CH:13][C:12]([C:15]2[CH:20]=[CH:19][C:18]([C:21]([NH:23][C:24]3[CH:29]=[CH:28][C:27]([CH:30]([OH:44])[CH:31]4[CH2:36][CH2:35][CH2:34][N:33](C(OC(C)(C)C)=O)[CH2:32]4)=[CH:26][CH:25]=3)=[O:22])=[CH:17][CH:16]=2)=[CH:11][CH:10]=1>>[ClH:8].[Cl:8][C:9]1[CH:10]=[CH:11][C:12]([C:15]2[CH:16]=[CH:17][C:18]([C:21]([NH:23][C:24]3[CH:29]=[CH:28][C:27]([CH:30]([OH:44])[CH:31]4[CH2:36][CH2:35][CH2:34][NH:33][CH2:32]4)=[CH:26][CH:25]=3)=[O:22])=[CH:19][CH:20]=2)=[CH:13][CH:14]=1 |f:0.1,3.4|. Procedure: 4N Hydrogen chloride-ethyl acetate (1 ml) was added to tert-butyl 3-[[4-[[(4′-chloro[1,1′-biphenyl]-4-yl)carbonyl]amino]phenyl](hydroxy)methyl]-1-piperidinecarboxylate (100 mg, 0.192 mmol) obtained in Reference Example 78. One hour later, the solvent was distilled out under reduced pressure. Diisopropyl ether was added to the residue, to give the titled compound (79.8 mg) as a colorless powder.